Dataset: the Open Reaction Database (ORD), a public repository of structured organic reaction records. Task: describe an organic reaction: reactants, conditions, products, and yield Starting materials: C1CCOC1, CCc1ccc(C(=O)Cl)cc1, Sc1ccccn1. Yields the product CCc1ccc(C(=O)Sc2ccccn2)cc1. As a reaction SMILES: [CH2:19]1[O:20][CH2:21][CH2:22][CH2:23]1.[CH2:8]([CH3:9])[c:10]1[cH:11][cH:12][c:13]([C:14](=[O:15])[Cl:16])[cH:17][cH:18]1.[SH:1][c:2]1[n:3][cH:4][cH:5][cH:6][cH:7]1>>[S:1]([c:2]1[n:3][cH:4][cH:5][cH:6][cH:7]1)[C:14]([c:13]1[cH:12][cH:11][c:10]([CH2:8][CH3:9])[cH:18][cH:17]1)=[O:15]. Starting materials: BrC1=C(C(=O)C2=C(C=C(N2C)CC(=O)OCC)C)C=C(C=C1Br)Br (ethyl 5-(2',3',5'-tribromobenzoyl)-1,4-dimethylpyrrole-2-acetate), C(CCCCC)I (n-hexyl iodide). Product: C(C)C=1N(C(=C(C1)C)C(C1=C(C(=CC(=C1)Br)Br)Br)=O)C.C(CCCCC)CC(=O)[O-] (ethyl 5-(2',3',5'-tribromobenzoyl)-1,4-dimethylpyrrole 2-(α-n-hexyl)-acetate). RXN SMILES: [Br:1][C:2]1[C:22]([Br:23])=[CH:21][C:20]([Br:24])=[CH:19][C:3]=1[C:4]([C:6]1[N:10]([CH3:11])[C:9]([CH2:12][C:13]([O:15]CC)=[O:14])=[CH:8][C:7]=1[CH3:18])=[O:5].C(I)CCCCC>>[CH2:12]([C:9]1[N:10]([CH3:11])[C:6]([C:4](=[O:5])[C:3]2[CH:19]=[C:20]([Br:24])[CH:21]=[C:22]([Br:23])[C:2]=2[Br:1])=[C:7]([CH3:18])[CH:8]=1)[CH3:13].[CH2:9]([CH2:12][C:13]([O-:15])=[O:14])[CH2:8][CH2:7][CH2:6][CH2:4][CH3:3] |f:2.3|. Procedure: The alkylation procedure of Example 77A is performed upon ethyl 5-(2',3',5'-tribromobenzoyl)-1,4-dimethylpyrrole-2-acetate (from Example 91), using an equivalent quantity of n-hexyl iodide instead of methyl iodide used in Example 77A to yield ethyl 5-(2',3',5'-tribromobenzoyl)-1,4-dimethylpyrrole-2-(α-n-hexyl)-acetate.